Dataset: the Open Reaction Database (ORD), a public repository of structured organic reaction records. Task: describe an organic reaction: reactants, conditions, products, and yield Reactants: [OH-].[K+] (KOH), COC1=CC(=C(C(=C1)C)S(=O)(=O)N1C(C=2N(CC1)C=CC2)COCC(=O)OCC)C (ethyl 2-((2-(4-methoxy-2,6-dimethylphenylsulfonyl)-1,2,3,4-tetrahydropyrrolo[1,2-a]pyrazin-1-yl)methoxy)acetate), C(C)OC(COCC1C=2N(CCN1S(=O)(=O)C1=C(C=C(C=C1C)OC)C)C=CC2)=O (Ethyl-2-((2-(4-methoxy-2,6-dimethylphenylsulfonyl)-1,2,3,4-tetrahydropyrrolo[1,2-a]pyrazin-1-yl)methoxy)acetate), 6, O (water), [OH-].[K+] (potassium hydroxide). Solvent: CO (MeOH), C(C)O (ethanol). Conditions: time 3 hour. Yields the product COC1=CC(=C(C(=C1)C)S(=O)(=O)N1C(C=2N(CC1)C=CC2)COCC(=O)O)C (2-((2-(4-Methoxy-2,6-dimethylphenylsulfonyl)-1,2,3,4-tetrahydropyrrolo[1,2-a]pyrazin-1-yl)methoxy)acetic acid). RXN SMILES: [OH-].[K+].[CH3:3][O:4][C:5]1[CH:10]=[C:9]([CH3:11])[C:8]([S:12]([N:15]2[CH2:20][CH2:19][N:18]3[CH:21]=[CH:22][CH:23]=[C:17]3[CH:16]2[CH2:24][O:25][CH2:26][C:27]([O:29]CC)=[O:28])(=[O:14])=[O:13])=[C:7]([CH3:32])[CH:6]=1.O>CO.C(O)C>[CH3:3][O:4][C:5]1[CH:10]=[C:9]([CH3:11])[C:8]([S:12]([N:15]2[CH2:20][CH2:19][N:18]3[CH:21]=[CH:22][CH:23]=[C:17]3[CH:16]2[CH2:24][O:25][CH2:26][C:27]([OH:29])=[O:28])(=[O:14])=[O:13])=[C:7]([CH3:32])[CH:6]=1 |f:0.1|. Procedure: Method A: TEA (2 eq.) was added dropwise to a solution of 2-(1H-pyrrol-1-yl)ethanamine (16 g, 145 mmol) in DCM (400 ml) and ethyloxalyl chloride (1.11 eq.) was added at 0° C. The mixture was stirred for 5 h at RT, concentrated to small volume under vacuum and used in the following stage with no further purification. Method B: To a solution of amine (9.0 g, 68.18 mmol, 1.0 eq.) in DCM (250 ml) was added HOAt (9.2 g, 68.18 mmol, 1.0 eq.), EDCl (19.5 g, 102.27 mmol, 1.5 eq.) and DIPEA (29 ml, 170 m...